From a dataset of the Open Reaction Database (ORD), a public repository of structured organic reaction records. describe an organic reaction: reactants, conditions, products, and yield The reactants are C([O-])([O-])=O.[K+].[K+] (Potassium carbonate), OC=1C=CC2=C(SC(=C2S(=O)C2=CC=CC=C2)C(=O)OCC)C1 (ethyl 6-hydroxy-3-(phenylsulfinyl)benzo[b]thiophene-2-carboxylate), Cl.ClCC1=CC=NC=C1 (4-(chloromethyl)pyridine hydrochloride). Solvent: CN(C=O)C (dimethylformamide). Run at time 24 hour. Product: COC=1C=C(C=CC1)S(=O)C=1C2=C(SC1C(=O)OCC)C=C(C=C2)OCC2=CC=NC=C2 (Ethyl 3-[(3-methoxyphenyl)sulfinyl]-6-(4-pyridylmethoxy)benzo[b]thiophene-2-carboxylate). The yield is 73.0%. RXN SMILES: [C:1](=[O:4])([O-])[O-].[K+].[K+].[OH:7][C:8]1[CH:9]=[CH:10][C:11]2[C:15]([S:16]([C:18]3[CH:23]=[CH:22][CH:21]=[CH:20][CH:19]=3)=[O:17])=[C:14]([C:24]([O:26][CH2:27][CH3:28])=[O:25])[S:13][C:12]=2[CH:29]=1.Cl.Cl[CH2:32][C:33]1[CH:38]=[CH:37][N:36]=[CH:35][CH:34]=1>CN(C)C=O>[CH3:1][O:4][C:20]1[CH:19]=[C:18]([S:16]([C:15]2[C:11]3[CH:10]=[CH:9][C:8]([O:7][CH2:32][C:33]4[CH:38]=[CH:37][N:36]=[CH:35][CH:34]=4)=[CH:29][C:12]=3[S:13][C:14]=2[C:24]([O:26][CH2:27][CH3:28])=[O:25])=[O:17])[CH:23]=[CH:22][CH:21]=1 |f:0.1.2,4.5|. Reported procedure: Potassium carbonate (240 mg, 1.73 mmol) was added to a solution of ethyl 6-hydroxy-3-(phenylsulfinyl)benzo[b]thiophene-2-carboxylate (Preparation 19, 200 mg, 0.58 mmol) in anhydrous dimethylformamide (3 ml) at ambient temperature under a nitrogen atmosphere. After 15 minutes 4-(chloromethyl)pyridine hydrochloride (104 mg, 0.64 mmol) was added, and stirring continued for 24 hours. The mixture was partitioned between ethyl acetate and water, and the organic layer was separated and washed twice wit...